From a dataset of the Open Reaction Database (ORD), a public repository of structured organic reaction records. describe an organic reaction: reactants, conditions, products, and yield Yields the product CN(CCc1cccs1)C(=O)C(Cc1ccc2ccccc2c1)N(C)C(=O)OC(C)(C)C. RXN SMILES: [C:1]([CH3:2])([CH3:3])([CH3:4])[O:5][C:6](=[O:7])[N:8]([CH3:9])[CH:10]([C:11](=[O:12])[OH:13])[CH2:14][c:15]1[cH:16][c:17]2[cH:18][cH:19][cH:20][cH:21][c:22]2[cH:23][cH:24]1.[CH2:56]([N:57]([CH:58]([CH3:59])[CH3:60])[CH:61]([CH3:62])[CH3:63])[CH3:64].[CH3:36][N:37]([CH3:38])[CH2:39][CH2:40][CH2:41][N:42]=[C:43]=[N:44][CH2:45][CH3:46].[CH3:47][NH:48][CH2:49][CH2:50][c:51]1[s:52][cH:53][cH:54][cH:55]1.[CH3:65][N:66]([CH3:67])[CH:68]=[O:69].[CH3:73][CH2:74][O:75][C:76](=[O:77])[CH3:78].[Cl:70][CH2:71][Cl:72].[ClH:35].[OH:25][n:26]1[c:27]2[n:28][cH:29][cH:30][cH:31][c:32]2[n:33][n:34]1>>[C:1]([CH3:2])([CH3:3])([CH3:4])[O:5][C:6](=[O:7])[N:8]([CH3:9])[CH:10]([C:11](=[O:13])[N:48]([CH3:47])[CH2:49][CH2:50][c:51]1[s:52][cH:53][cH:54][cH:55]1)[CH2:14][c:15]1[cH:16][c:17]2[cH:18][cH:19][cH:20][cH:21][c:22]2[cH:23][cH:24]1. Starting materials: CN(C(=O)OC(C)(C)C)C(Cc1ccc2ccccc2c1)C(=O)O, CCN(C(C)C)C(C)C, CCN=C=NCCCN(C)C, CNCCc1cccs1, CN(C)C=O, CCOC(C)=O, ClCCl, Cl, On1nnc2cccnc21. Reactants: Br, Cc1ccccc1, ClCCl, O=C(O)C(O)c1ccc2c(c1)OCO2. Product: O=C(O)C(Br)c1ccc2c(c1)OCO2. RXN SMILES: [BrH:1].[CH3:16][c:17]1[cH:18][cH:19][cH:20][cH:21][cH:22]1.[Cl:23][CH2:24][Cl:25].[O:2]1[CH2:3][O:4][c:5]2[c:6]1[cH:7][cH:8][c:9]([CH:11]([C:12](=[O:13])[OH:14])[OH:15])[cH:10]2>>[Br:1][CH:11]([c:9]1[cH:8][cH:7][c:6]2[c:5]([cH:10]1)[O:4][CH2:3][O:2]2)[C:12](=[O:13])[OH:14]. The reactants are [C-]#N, Cl, N#C[Cu], [K+], [K+], [K+], O=N[O-], CC1CC(=O)NN=C1c1ccc(Cl)c(N)c1, [Na+], O=C([O-])[O-], O. Yields the product CC1CC(=O)NN=C1c1ccc(Cl)c(C#N)c1. As a reaction SMILES: [C-:30]#[N:31].[ClH:34].[Cu:27][C:28]#[N:29].[K+:21].[K+:22].[K+:32].[N:17]([O-:18])=[O:19].[NH2:1][c:2]1[cH:3][c:4]([C:9]2=[N:14][NH:13][C:12](=[O:15])[CH2:11][CH:10]2[CH3:16])[cH:5][cH:6][c:7]1[Cl:8].[Na+:20].[O-:23][C:24]([O-:25])=[O:26].[OH2:33]>>[c:2]1([C:28]#[N:29])[cH:3][c:4]([C:9]2=[N:14][NH:13][C:12](=[O:15])[CH2:11][CH:10]2[CH3:16])[cH:5][cH:6][c:7]1[Cl:8]. Starting materials: S1C(=CC2=C1C=CC=C2)C2=C(C(=O)N)C=C(C=C2)[N+](=O)[O-] (2-(1-Benzothien-2-yl)-5-nitrobenzamide). Reagents/catalysts: [Pt](=O)=O (platinum dioxide). The solvent is C1CCOC1 (THF). Yields the product NC=1C=CC(=C(C(=O)N)C1)C=1SC2=C(C1)C=CC=C2 (5-Amino-2-(1-benzothien-2-yl)benzamide). Reaction SMILES: [S:1]1[C:5]2[CH:6]=[CH:7][CH:8]=[CH:9][C:4]=2[CH:3]=[C:2]1[C:10]1[CH:18]=[CH:17][C:16]([N+:19]([O-])=O)=[CH:15][C:11]=1[C:12]([NH2:14])=[O:13]>[Pt](=O)=O.C1COCC1>[NH2:19][C:16]1[CH:17]=[CH:18][C:10]([C:2]2[S:1][C:5]3[CH:6]=[CH:7][CH:8]=[CH:9][C:4]=3[CH:3]=2)=[C:11]([CH:15]=1)[C:12]([NH2:14])=[O:13]. Reported procedure: 2-(1-Benzothien-2-yl)-5-nitrobenzamide (4.75 g) is introduced into THF (250 ml) and, after addition of platinum dioxide (0.57 g), hydrogenated at RT under atmospheric pressure overnight. The reaction mixture is filtered through kieselguhr and washed with THF, and the organic phase is concentrated. The residue is stirred with diethyl ether, and the crystals are filtered off with suction. They are washed with diethyl ether and a little DCM and dried. Yield 2.39 g (56% of theory). Starting materials: [N-]=[N+]=[N-].[Na+] (sodium azide), Cl.S(=O)(=O)(CCN)Cl (Tauryl chloride hydrochloride), [Cl-].[Na+] (sodium chloride), Cl.S(=O)(=O)(CCN)Cl (Tauryl chloride hydrochloride), [N-]=[N+]=[N-].[Na+] (sodium azide). Run in O (water), O (water), O (water). Conditions: temperature 5 celsius. Product: Cl.S(=O)(=O)(CCN)N=[N+]=[N-] (taurylazide hydrochloride). Reaction SMILES: Cl.[S:2]([Cl:8])([CH2:5][CH2:6][NH2:7])(=[O:4])=[O:3].[N-:9]=[N+:10]=[N-:11].[Na+].[Cl-].[Na+]>O>[ClH:8].[S:2]([N:9]=[N+:10]=[N-:11])([CH2:5][CH2:6][NH2:7])(=[O:4])=[O:3] |f:0.1,2.3,4.5,7.8|. Reported procedure: Tauryl chloride hydrochloride and sodium azide were reacted with one another in a ratio of 1:1 in water. For this purpose, the calculated stoichiometric amount of sodium azide was dissolved in water and the solution was cooled to 5° C. Tauryl chloride hydrochloride was added while stirring and the reaction mixture was stirred for 15 min. By stripping off the water, a solid mixture of crystalline sodium chloride and taurylazide hydrochloride was obtained. Starting materials: C[C@H]1N(CCOC1)C1=NC=C(C=C1)[N+](=O)[O-] ((R)-3-methyl-4-(5-nitro-pyridin-2-yl)-morpholine). The reagents and catalysts are [Pd] (Pd/C). Yields the product C[C@H]1N(CCOC1)C1=CC=C(C=N1)N (6-((R)-3-methylmorpholin-4-yl)pyridin-3-ylamine). Yield: 90.7%. Reaction SMILES: [CH3:1][C@@H:2]1[CH2:7][O:6][CH2:5][CH2:4][N:3]1[C:8]1[CH:13]=[CH:12][C:11]([N+:14]([O-])=O)=[CH:10][N:9]=1>[Pd]>[CH3:1][C@@H:2]1[CH2:7][O:6][CH2:5][CH2:4][N:3]1[C:8]1[N:9]=[CH:10][C:11]([NH2:14])=[CH:12][CH:13]=1. Reported procedure: 1.07 g (4.79 mmol) of the product obtained in step 30.1 are hydrogenated in the presence of 10% Pd/C at atmospheric pressure at 45° C. The solution obtained is evaporated under reduced pressure to give 840 mg of 6-((R)-3-methylmorpholin-4-yl)pyridin-3-ylamine. RXN SMILES: [Br:1][c:2]1[cH:3][c:4](-[c:20]2[o:21][c:22]([CH2:25][N:26]3[CH2:27][CH2:28][N:29]([CH:32]([CH3:33])[CH3:34])[CH2:30][CH2:31]3)[n:23][n:24]2)[c:5]2[cH:6][n:7][n:8]([S:11](=[O:12])(=[O:13])[c:14]3[cH:15][cH:16][cH:17][cH:18][cH:19]3)[c:9]2[cH:10]1.[CH2:57]1[O:58][CH2:59][CH2:60][O:61][CH2:62]1.[CH3:35][O:36][c:37]1[n:38][cH:39][c:40]([B:48]2[O:49][C:50]([CH3:51])([CH3:52])[C:53]([CH3:54])([CH3:55])[O:56]2)[cH:41][c:42]1[NH:43][S:44](=[O:45])(=[O:46])[CH3:47].[OH2:63]>>[c:2]1(-[c:40]2[cH:39][n:38][c:37]([O:36][CH3:35])[c:42]([NH:43][S:44](=[O:45])(=[O:46])[CH3:47])[cH:41]2)[cH:3][c:4](-[c:20]2[o:21][c:22]([CH2:25][N:26]3[CH2:27][CH2:28][N:29]([CH:32]([CH3:33])[CH3:34])[CH2:30][CH2:31]3)[n:23][n:24]2)[c:5]2[cH:6][n:7][n:8]([S:11](=[O:12])(=[O:13])[c:14]3[cH:15][cH:16][cH:17][cH:18][cH:19]3)[c:9]2[cH:10]1. The product is COc1ncc(-c2cc(-c3nnc(CN4CCN(C(C)C)CC4)o3)c3cnn(S(=O)(=O)c4ccccc4)c3c2)cc1NS(C)(=O)=O. The reactants are CC(C)N1CCN(Cc2nnc(-c3cc(Br)cc4c3cnn4S(=O)(=O)c3ccccc3)o2)CC1, C1COCCO1, COc1ncc(B2OC(C)(C)C(C)(C)O2)cc1NS(C)(=O)=O, O. The reactants are CC1S[C@H]2N(C(=C1)C(=O)O)C(C2NC(C(NOC(C)C2CC2)C2C(C=CC=C2)=C=O)=O)=O (2-methyl-7-[N-(1-cyclopropylethoxy)-carbonyl-2-phenylglycyl]amino-3-cephem-4-caboxylic acid), CCOCC (ether). Run in C(=O)O (formic acid). Conditions: time 1.5 hour. The product is CC1S[C@H]2N(C(=C1)C(=O)O)C(C2NC(C(N)C2=CC=CC=C2)=O)=O (2-methyl-7-(2-phenylglycyl)amino-3-cephem-4-carboxylic acid). Yield: 74.7%. As a reaction SMILES: [CH3:1][CH:2]1[CH:7]=[C:6]([C:8]([OH:10])=[O:9])[N:5]2[C:11](=[O:32])[CH:12]([NH:13][C:14](=[O:31])[CH:15]([CH:23]3[CH:28]=[CH:27][CH:26]=[CH:25][C:24]3=C=O)[NH:16]OC(C3CC3)C)[C@H:4]2[S:3]1.CCOCC>C(O)=O>[CH3:1][CH:2]1[CH:7]=[C:6]([C:8]([OH:10])=[O:9])[N:5]2[C:11](=[O:32])[CH:12]([NH:13][C:14](=[O:31])[CH:15]([C:23]3[CH:24]=[CH:25][CH:26]=[CH:27][CH:28]=3)[NH2:16])[C@H:4]2[S:3]1. Procedure: A solution of 2-methyl-7-[N-(1-cyclopropylethoxy)-carbonyl-2-phenylglycyl]amino-3-cephem-4-caboxylic acid (2.0 g) in formic acid (10 ml) was stirred for 2.5 hours at room temperature. After the reaction was completed, ether (30 ml) was added to the reaction mixture, and the supernatent was removed three times by decantation. Colorless powder was collected by filtration and washed with ether. Thus obtained powder was suspended in a mixture of acetonitrile (15 ml) and water (1 ml), and the suspens...